Dataset: the Open Reaction Database (ORD), a public repository of structured organic reaction records. Task: describe an organic reaction: reactants, conditions, products, and yield Reactants: CCOC(=O)C(C)(O)c1cccc(Br)c1, CO, Cl, [K+], [OH-]. The product is CC(O)(C(=O)O)c1cccc(Br)c1. RXN SMILES: [CH2:1]([CH3:2])[O:3][C:4]([C:5]([CH3:6])([OH:7])[c:8]1[cH:9][c:10]([Br:14])[cH:11][cH:12][cH:13]1)=[O:15].[CH3:19][OH:20].[ClH:18].[K+:17].[OH-:16]>>[O:3]=[C:4]([C:5]([CH3:6])([OH:7])[c:8]1[cH:9][c:10]([Br:14])[cH:11][cH:12][cH:13]1)[OH:15]. The reactants are OC1=CC=C(C(=O)O)C=C1 (4-hydroxy benzoic acid), N1=CC=CC=C1 (pyridine), C(Cl)(Cl)(Cl)Cl (carbon tetrachloride), C(CCCCCCCC)(=O)Cl (nonanic acid chloride). Solvent: O (water). Product: C(CCCCCCC)C(=O)OC1=CC=C(C(=O)O)C=C1 (4-octylcarbonyloxy benzoic acid). RXN SMILES: [OH:1][C:2]1[CH:10]=[CH:9][C:5]([C:6]([OH:8])=[O:7])=[CH:4][CH:3]=1.N1C=CC=CC=1.C(Cl)(Cl)(Cl)Cl.[C:22](Cl)(=[O:31])[CH2:23][CH2:24][CH2:25][CH2:26][CH2:27][CH2:28][CH2:29][CH3:30]>O>[CH2:23]([C:22]([O:1][C:2]1[CH:10]=[CH:9][C:5]([C:6]([OH:8])=[O:7])=[CH:4][CH:3]=1)=[O:31])[CH2:24][CH2:25][CH2:26][CH2:27][CH2:28][CH2:29][CH3:30]. Procedure: Four point five grams of 4-hydroxy benzoic acid were dissolved with a mixed solvent of 5 ml of pyridine and 30 ml of carbon tetrachloride. 3.7 g of nonanic acid chloride was dropped into the mixture solution with refluxing for three hours, a small amount of water was added to the residue removed the solvent from the refluxing solution to decompose unreacted nonanic chloride. Then 4-octylcarbonyloxy benzoic acid (C) was obtained after washing methanol. (C) was dispersed in 20 ml of carbon tetrach... Isolated yield 61.4%. Reaction conditions: time 8 hour. The solvent is C(Cl)(Cl)Cl (chloroform). The reactants are [Si](C)(C)(C(C)(C)C)OC1CC(=C(C(C1)(C)C)C=CC(C)=O)C (4-[4-(t-butyldimethylsilyl)oxy-2,6,6-trimethylcyclohex-1-enyl]but-3-en-2-one), ClC1=CC(=CC=C1)C(=O)OO (m-chloroperbenzoic acid). The product is [Si](C)(C)(C(C)(C)C)OC1CC2(C(C(C1)(C)C)(O2)C=CC(C)=O)C (4-[4-(t-butyldimethylsilyl)oxy-1,2-epoxy-2,6,6-trimethylcyclohexyl]but-3-en-2-one). Procedure details: To 20 ml of an anhydrous chloroform solution containing 1.0 g of 4-[4-(t-butyldimethylsilyl)oxy-2,6,6-trimethylcyclohex-1-enyl]but-3-en-2-one was added 616 mg of m-chloroperbenzoic acid under ice-cooling, followed by stirring at the same temperature for 8 hours. After completion of the reaction, the reaction mixture was washed several times with a saturated aqueous solution of sodium hydrogen carbonate. The organic layer was washed with a saturated aqueous solution of sodium chloride and then, w... As a reaction SMILES: [Si:1]([O:8][CH:9]1[CH2:14][C:13]([CH3:16])([CH3:15])[C:12]([CH:17]=[CH:18][C:19](=[O:21])[CH3:20])=[C:11]([CH3:22])[CH2:10]1)([C:4]([CH3:7])([CH3:6])[CH3:5])([CH3:3])[CH3:2].ClC1C=CC=C(C(OO)=[O:31])C=1>C(Cl)(Cl)Cl>[Si:1]([O:8][CH:9]1[CH2:14][C:13]([CH3:15])([CH3:16])[C:12]2([CH:17]=[CH:18][C:19](=[O:21])[CH3:20])[O:31][C:11]2([CH3:22])[CH2:10]1)([C:4]([CH3:7])([CH3:6])[CH3:5])([CH3:3])[CH3:2]. Reactants: hexanes methylene chloride methanol, hexanes methylene chloride ether, COC1=C(C(=C2C(OCC2=C1C)=O)OS(=O)(=O)C1=CC=C(C=C1)C)CC=O (2-(1,3-dihydro-6-methoxy-7-methyl-3-oxo-4-p-toluenesulfonyloxy-5-isobenzofuranyl)acetaldehyde), C(CC)=O (propionaldehyde), C1(=CC=CC=C1)C (toluene), hexanes methylene chloride methanol. Run at time 16 hour. The product is COC1=C(C(=C2C(OCC2=C1C)=O)OS(=O)(=O)C1=CC=C(C=C1)C)CC=C(C=O)C (4-(1,3-dihydro-6-methoxy-7-methyl-3-oxo-4-p-toluenesulfonyloxy -5-isobenzofuranyl)2-methylbut-2-enaldehyde). As a reaction SMILES: [CH3:1][O:2][C:3]1[C:11]([CH3:12])=[C:10]2[C:6]([C:7](=[O:13])[O:8][CH2:9]2)=[C:5]([O:14][S:15]([C:18]2[CH:23]=[CH:22][C:21]([CH3:24])=[CH:20][CH:19]=2)(=[O:17])=[O:16])[C:4]=1CC=O.C(=[O:31])CC.[C:32]1([CH3:38])[CH:37]=CC=[CH:34][CH:33]=1>>[CH3:1][O:2][C:3]1[C:11]([CH3:12])=[C:10]2[C:6]([C:7](=[O:13])[O:8][CH2:9]2)=[C:5]([O:14][S:15]([C:18]2[CH:23]=[CH:22][C:21]([CH3:24])=[CH:20][CH:19]=2)(=[O:16])=[O:17])[C:4]=1[CH2:34][CH:33]=[C:32]([CH3:38])[CH:37]=[O:31]. Procedure: A solution of 2-(1,3-dihydro-6-methoxy-7-methyl-3-oxo-4-p-toluenesulfonyloxy-5-isobenzofuranyl)acetaldehyde (10.0 g) and 2-triphenylphosphoranylidine propionaldehyde (10.3 g) in toluene (150 mL) was heated under nitrogen atmosphere using an oil bath at 80° C. After allowing the reaction to proceed for 16 hours, the mixture was cooled to ambient temperature and subjected to flash chromatography three times (7/2/1 hexanes/methylene chloride/methanol; 6/3/1 hexanes/methylene chloride/methanol; 1/1/... Starting materials: C(C)(C)(C)OCC(=O)N1CC2=C(CC1)N(N=C2C=2C=C(C#N)C=CC2)CC2=C(C=C(C=C2)F)F (3-[5-(2-tert-Butoxy-acetyl)-1-(2,4-difluoro-benzyl)-4,5,6,7-tetrahydro-1H-pyrazolo[4,3-c]pyridin-3-yl]-benzonitrile), FC(C(=O)O)(F)F (trifluoroacetic acid). Run in C(Cl)Cl (CH2Cl2). Product: FC1=C(CN2N=C(C=3CN(CCC32)C(CO)=O)C=3C=C(C#N)C=CC3)C=CC(=C1)F (3-[1-(2,4-Difluoro-benzyl)-5-(2-hydroxy-acetyl)-4,5,6,7-tetrahydro-1H-pyrazolo[4,3-c]pyridin-3-yl]-benzonitrile). Yield: 60.9%. RXN SMILES: C([O:5][CH2:6][C:7]([N:9]1[CH2:14][CH2:13][C:12]2[N:15]([CH2:26][C:27]3[CH:32]=[CH:31][C:30]([F:33])=[CH:29][C:28]=3[F:34])[N:16]=[C:17]([C:18]3[CH:19]=[C:20]([CH:23]=[CH:24][CH:25]=3)[C:21]#[N:22])[C:11]=2[CH2:10]1)=[O:8])(C)(C)C.FC(F)(F)C(O)=O>C(Cl)Cl>[F:34][C:28]1[CH:29]=[C:30]([F:33])[CH:31]=[CH:32][C:27]=1[CH2:26][N:15]1[C:12]2[CH2:13][CH2:14][N:9]([C:7](=[O:8])[CH2:6][OH:5])[CH2:10][C:11]=2[C:17]([C:18]2[CH:19]=[C:20]([CH:23]=[CH:24][CH:25]=2)[C:21]#[N:22])=[N:16]1. Procedure: A solution of 3-[5-(2-tert-Butoxy-acetyl)-1-(2,4-difluoro-benzyl)-4,5,6,7-tetrahydro-1H-pyrazolo[4,3-c]pyridin-3-yl]-benzonitrile (8d) (90 mg, 0.193 mmol) and trifluoroacetic acid (221 mg, 1.94 mmol) in CH2Cl2 was stirred at 25° C. for 1 day. Solvents were evaporated and the residue purified by reverse phase HPLC (CH3CN/water gradient with 0.1% trifluoroacetic acid) to give 48 mg of 3-[1-(2,4-Difluoro-benzyl)-5-(2-hydroxy-acetyl)-4,5,6,7-tetrahydro-1H-pyrazolo[4,3-c]pyridin-3-yl]-benzonitrile (1...